From a dataset of the Open Reaction Database (ORD), a public repository of structured organic reaction records. describe an organic reaction: reactants, conditions, products, and yield Starting materials: CS(C)=O, CC1(C)Oc2cc(O)ccc2C2=C1CCCC2, ClCC1CO1, [Na+], [OH-], O. Product: CC1(C)Oc2cc(OCC3CO3)ccc2C2=C1CCCC2. Reaction SMILES: [CH3:3][S:4]([CH3:5])=[O:6].[CH3:7][C:8]1([CH3:23])[C:9]2=[C:10]([c:11]3[c:12]([cH:14][c:15]([OH:18])[cH:16][cH:17]3)[O:13]1)[CH2:19][CH2:20][CH2:21][CH2:22]2.[Cl:24][CH2:25][CH:26]1[CH2:27][O:28]1.[Na+:2].[OH-:1].[OH2:29]>>[CH3:7][C:8]1([CH3:23])[C:9]2=[C:10]([c:11]3[c:12]([cH:14][c:15]([O:18][CH2:25][CH:26]4[CH2:27][O:28]4)[cH:16][cH:17]3)[O:13]1)[CH2:19][CH2:20][CH2:21][CH2:22]2. The reactants are FC1=C(C=CC(=C1)F)NS(=O)(=O)C1CCCC=C1C(=O)OCC (ethyl 6-[N-(2, 4-difluorophenyl)sulfamoyl]-1-cyclohexene-1-carboxylate), FC1=C(C=CC(=C1)F)NS(=O)(=O)C1CCCC=C1C(=O)OCC (ethyl 6-[N-(2, 4-difluorophenyl)sulfamoyl]-1-cyclohexene-1-carboxylate), CC(C)O (2-propanol). Solvent: S(O)(O)(=O)=O (sulfuric acid). The product is FC1=C(C=CC(=C1)F)NS(=O)(=O)C1CCCC=C1C(=O)OC(C)C (isopropyl 6-[N-(2,4-difluorophenyl)sulfamoyl]-1-cyclohexene-1-carboxylate). As a reaction SMILES: [F:1][C:2]1[CH:7]=[C:6]([F:8])[CH:5]=[CH:4][C:3]=1[NH:9][S:10]([CH:13]1[C:18]([C:19]([O:21][CH2:22][CH3:23])=[O:20])=[CH:17][CH2:16][CH2:15][CH2:14]1)(=[O:12])=[O:11].[CH3:24]C(O)C>S(=O)(=O)(O)O>[F:1][C:2]1[CH:7]=[C:6]([F:8])[CH:5]=[CH:4][C:3]=1[NH:9][S:10]([CH:13]1[C:18]([C:19]([O:21][CH:22]([CH3:24])[CH3:23])=[O:20])=[CH:17][CH2:16][CH2:15][CH2:14]1)(=[O:11])=[O:12]. Procedure details: To a solution of ethyl 6-[N-(2,4-difluorophenyl)sulfamoyl]-1-cyclohexene-1-carboxylate obtained in Example 3 (Compound 3, 200 mg) in 2-propanol (4 ml), concentrated sulfuric acid (0.2 ml) was added and the mixture was stirred under reflux for 10 days hours. The reaction mixture was concentrated under reduced pressure and diluted with ethyl acetate (30 ml) and washed with water (30 ml). The ethyl acetate layer was washed with dilute brine (30 ml×2) and dried over anhydrous magnesium sulfate and t... Reactants: C(CC(O)(C(=O)O)CC(=O)O)(=O)O (citric acid), C(C)(C)(C)O.C(C)O (t-butanol ethanol), [BH4-].[Na+] (sodium borohydride), C1(CC1)N1C(N(C(=CC1=O)N=CN(C)C)C1=C(C=C(C=C1)I)F)=O (N′-[1-cyclopropyl-3-(2-fluoro-4-iodo-phenyl)-2,6-dioxo-1,2,3,6-tetrahydro-pyrimidin-4-yl]-N,N-dimethyl-formamidine). Run in O (water). Reaction conditions: time 1 hour. The product is C1(CC1)N1C(N(C(=CC1=O)NC)C1=C(C=C(C=C1)I)F)=O (3-cyclopropyl-1-(2-fluoro-4-iodophenyl)-6-methylamino-1H-pyrimidine-2,4-dione). The yield is 76.1%. As a reaction SMILES: C(O)(C)(C)C.C(O)C.[BH4-].[Na+].[CH:11]1([N:14]2[C:19](=[O:20])[CH:18]=[C:17]([N:21]=[CH:22]N(C)C)[N:16]([C:26]3[CH:31]=[CH:30][C:29]([I:32])=[CH:28][C:27]=3[F:33])[C:15]2=[O:34])[CH2:13][CH2:12]1.C(O)(=O)CC(CC(O)=O)(C(O)=O)O>O>[CH:11]1([N:14]2[C:19](=[O:20])[CH:18]=[C:17]([NH:21][CH3:22])[N:16]([C:26]3[CH:31]=[CH:30][C:29]([I:32])=[CH:28][C:27]=3[F:33])[C:15]2=[O:34])[CH2:12][CH2:13]1 |f:0.1,2.3|. Procedure details: Under a nitrogen atmosphere, to t-butanol-ethanol [2:1 (volume ratio), 250 ml] was added sodium borohydride (6.41 g), and the mixture was stirred at room temperature for 1 hr. Under water-cooling, N′-[1-cyclopropyl-3-(2-fluoro-4-iodo-phenyl)-2,6-dioxo-1,2,3,6-tetrahydro-pyrimidin-4-yl]-N,N-dimethyl-formamidine 76 (50.0 g) was added, and the mixture was stirred for 2.5 hrs. Under water-cooling, water (225 ml) and 10% aqueous citric acid solution (175 ml) were successively added dropwise, and the ... The reactants are C(#N)C=1C=C(C=O)C=CC1F (3-Cyano-4-fluorobenzaldehyde), Cl.ON (hydroxyamine hydrochloride). Solvent: C(C)O (ethanol), N1=CC=CC=C1 (pyridine). Reaction conditions: time 45 minute. Product: C(#N)C=1C=C(C=NO)C=CC1F (3-cyano-4-fluorobenzaldehydeoxime). Isolated yield 91.4%. As a reaction SMILES: [C:1]([C:3]1[CH:4]=[C:5]([CH:8]=[CH:9][C:10]=1[F:11])[CH:6]=O)#[N:2].Cl.[OH:13][NH2:14]>C(O)C.N1C=CC=CC=1>[C:1]([C:3]1[CH:4]=[C:5]([CH:8]=[CH:9][C:10]=1[F:11])[CH:6]=[N:14][OH:13])#[N:2] |f:1.2|. Reported procedure: 3-Cyano-4-fluorobenzaldehyde (5.00 g) and hydroxyamine hydrochloride (2.90 g, 1.25 Eq) were dissolved in ethanol (100 mL) and pyridine (100 mL). The mixture was stirred at RT under N2 for 45 minutes. The solvents were removed and the brown oil was partitioned between ethyl acetate and water. The organic layer was washed with brine, dried over MgSO4, and concentrated to give 3-cyano-4-fluorobenzaldehydeoxime (5.03 g). CI mass spectrum z (rel. intensity) 165 (M+H, 100). The reactants are CS(=O)(=O)O (Methanesulfonic acid), ice water, [OH-].[Na+] (sodium hydroxide), C(C)(C)(C)C1=C(C=CC2=C1C=CO2)O (4-tert-butyl-5-hydroxybenzofuran), C(C)(C)(C)O (tert-butyl alcohol). The solvent is C(Cl)(Cl)Cl (chloroform). Run at temperature 0 celsius, time 20 minute. Product: C(C)(C)(C)C=1OC2=C(C1)C(=C(C(=C2)C(C)(C)C)O)C(C)(C)C (2,4,6-tri-tert-butyl-5-hydroxybenzofuran). Isolated yield 39.9%. RXN SMILES: CS(O)(=O)=O.[C:6]([C:10]1[C:15]2[CH:16]=[CH:17][O:18][C:14]=2[CH:13]=[CH:12][C:11]=1[OH:19])([CH3:9])([CH3:8])[CH3:7].[C:20](O)([CH3:23])([CH3:22])[CH3:21].[OH-].[Na+]>C(Cl)(Cl)Cl>[C:20]([C:17]1[O:18][C:14]2[CH:13]=[C:12]([C:6]([CH3:9])([CH3:8])[CH3:7])[C:11]([OH:19])=[C:10]([C:6]([CH3:9])([CH3:7])[CH3:8])[C:15]=2[CH:16]=1)([CH3:23])([CH3:22])[CH3:21] |f:3.4|. Procedure: Methanesulfonic acid (140 ml) was added dropwise, under ice cooling, to a solution consisting of 4-tert-butyl-5-hydroxybenzofuran [J. Org. Chem., 53, 4135 (1988); 35 g, 0.18 mol], tert-butyl alcohol (70 g, 0.84 mol) and chloroform (50 ml). After stirring at 0° C. for 20 min, the mixture was poured into ice water. Subsequently, the mixture was neutralized with an aqueous solution of 1N sodium hydroxide and subjected to extraction with ethyl acetate. The extracted layer was washed with a saturated... Reactants: CCCC[N+](CCCC)(CCCC)Cc1ccccc1, CCc1ccc(CCO)nc1, ClCCl, [Cl-], [Na+], [OH-], O, O=Cc1ccc(O)cc1, Cc1ccc(S(=O)(=O)Cl)cc1. Product: CCc1ccc(CCOc2ccc(C=O)cc2)nc1. Reaction SMILES: [CH2:36]([N+:37]([CH2:38][CH2:39][CH2:40][CH3:41])([CH2:42][CH2:43][CH2:44][CH3:45])[CH2:46][CH2:47][CH2:48][CH3:49])[c:50]1[cH:51][cH:52][cH:53][cH:54][cH:55]1.[CH2:3]([CH3:4])[c:5]1[cH:6][cH:7][c:8]([CH2:11][CH2:12][OH:13])[n:9][cH:10]1.[CH2:56]([Cl:57])[Cl:58].[Cl-:35].[Na+:2].[OH-:1].[OH2:34].[OH:25][c:26]1[cH:27][cH:28][c:29]([CH:30]=[O:31])[cH:32][cH:33]1.[c:14]1([CH3:15])[cH:16][cH:17][c:18]([S:19]([Cl:20])(=[O:21])=[O:22])[cH:23][cH:24]1>>[CH2:3]([CH3:4])[c:5]1[cH:6][cH:7][c:8]([CH2:11][CH2:12][O:13][c:26]2[cH:27][cH:28][c:29]([CH:30]=[O:31])[cH:32][cH:33]2)[n:9][cH:10]1. Conditions: temperature 70 celsius. Product: O[C@@H]1C[C@@H]2CC[C@H]3[C@]4(CC[C@@H]([C@@]4(C)CC[C@@H]3[C@]2(CC1)CO)O)O (3β ,14β ,17β ,19-tetrahydroxy-5α-androstane). The solvent is C(C)(=O)OCC (ethyl acetate), C(C)(=O)OCC (ethyl acetate). Reaction SMILES: C([O:4][C@H:5]1[CH2:22][CH2:21][C@@:20]2([CH2:23][O:24]C(=O)C)[C@@H:7]([CH2:8][CH2:9][C@@H:10]3[C@@H:19]2[CH2:18][CH2:17][C@@:15]2([CH3:16])[C@:11]3([OH:35])[CH2:12][CH2:13][C@@H:14]2[O:28]C(=O)C(C)(C)C)[CH2:6]1)(=O)C.[OH-].[K+].C(O)(=O)C>C(OCC)(=O)C>[OH:4][C@H:5]1[CH2:22][CH2:21][C@@:20]2([CH2:23][OH:24])[C@@H:7]([CH2:8][CH2:9][C@@H:10]3[C@@H:19]2[CH2:18][CH2:17][C@@:15]2([CH3:16])[C@:11]3([OH:35])[CH2:12][CH2:13][C@@H:14]2[OH:28])[CH2:6]1 |f:1.2|. Starting materials: C(C)(=O)O[C@@H]1C[C@@H]2CC[C@H]3[C@]4(CC[C@@H]([C@@]4(C)CC[C@@H]3[C@]2(CC1)COC(C)=O)OC(C(C)(C)C)=O)O (3β ,19-diacetoxy-14β-hydroxy-17β-pivaloxy-5α-androstane), [OH-].[K+] (potassium hydroxide), C(C)(=O)O (acetic acid). Procedure details: A mixture of 30 mg of 3β ,19-diacetoxy-14β-hydroxy-17β-pivaloxy-5α-androstane and 3.0 ml of 0.2 N methanolic potassium hydroxide was heated at 70° C. for 16 hours under nitrogen whereupon the mixture was neutralized with 0.2 N glacial acetic acid in ethyl acetate and evaporated to dryness at reduced pressure. The residue obtained was treated with ethyl acetate and filtered through diatomaceous earth. Evaporation of the filtrate yielded 3β ,14β ,17β ,19-tetrahydroxy-5α-androstane as indicated by ... Reactants: CC(C)CNCC(C)C, CCOC(=O)CCCCl, [I-], [Na+], Cc1ccccc1C. The product is CCOC(=O)CCCN(CC(C)C)CC(C)C. RXN SMILES: [CH2:10]([CH:11]([CH3:12])[CH3:13])[NH:14][CH2:15][CH:16]([CH3:17])[CH3:18].[Cl:1][CH2:2][CH2:3][CH2:4][C:5](=[O:6])[O:7][CH2:8][CH3:9].[I-:20].[Na+:19].[c:21]1([CH3:22])[c:23]([CH3:24])[cH:25][cH:26][cH:27][cH:28]1>>[CH2:2]([CH2:3][CH2:4][C:5](=[O:6])[O:7][CH2:8][CH3:9])[N:14]([CH2:10][CH:11]([CH3:12])[CH3:13])[CH2:15][CH:16]([CH3:17])[CH3:18]. Run in O (water), O (water). RXN SMILES: [Cl:1][C:2]1[CH:7]=[C:6]([CH3:8])[CH:5]=[C:4]([Cl:9])[C:3]=1[N:10]1[C:18]2[C:13](=[CH:14][C:15]([CH3:19])=[CH:16][CH:17]=2)[CH2:12][C:11]1=[O:20].C([OH:23])C.[OH-].[Na+].Cl>O>[CH3:19][C:15]1[CH:16]=[CH:17][C:18]([NH:10][C:3]2[C:2]([Cl:1])=[CH:7][C:6]([CH3:8])=[CH:5][C:4]=2[Cl:9])=[C:13]([CH2:12][C:11]([OH:20])=[O:23])[CH:14]=1 |f:2.3|. Run at temperature 40 celsius, time 4.5 hour. The product is CC=1C=CC(=C(C1)CC(=O)O)NC1=C(C=C(C=C1Cl)C)Cl (5-Methyl-2-(2′,6′-dichloro-4′-methylanilino)phenylacetic acid). Starting materials: ClC1=C(C(=CC(=C1)C)Cl)N1C(CC2=CC(=CC=C12)C)=O (N-(2′,6′-dichloro-4′-methylphenyl)-5-methyloxindole), C(C)O (ethanol), [OH-].[Na+] (sodium hydroxide), Cl (hydrochloric acid). Procedure details: A mixture of 1.5 g of N-(2′,6′-dichloro-4′-methylphenyl)-5-methyloxindole, 18 ml of ethanol and 1 ml of water is heated to reflux. 1.9 g of a 30% sodium hydroxide solution is slowly added and reflux is continued for 4-5 h. The solution is cooled to about 40° C. and treated slowly with a solution of 1.5 g of concentrated hydrochloric acid in 12 ml of water up to a pH of 3-4. The obtained suspension is cooled to 20° C. The crystals are collected by filtration, washed with water and dried giving 5-... Starting materials: CNC1=C(C=C(CO)C=C1)[N+](=O)[O-] (4-Methylamino-3-nitro-benzylalcohol), S(=O)(Cl)Cl (thionylchloride). Reaction conditions: time 1 hour. Yields the product CNC1=C(C=C(CCl)C=C1)[N+](=O)[O-] (4-Methylamino-3-nitrobenzylchloride). The yield is 55.0%. As a reaction SMILES: [CH3:1][NH:2][C:3]1[CH:10]=[CH:9][C:6]([CH2:7]O)=[CH:5][C:4]=1[N+:11]([O-:13])=[O:12].S(Cl)([Cl:16])=O>>[CH3:1][NH:2][C:3]1[CH:10]=[CH:9][C:6]([CH2:7][Cl:16])=[CH:5][C:4]=1[N+:11]([O-:13])=[O:12]. Procedure details: 1.0 g (5.5 mmol) of 9 was dissolved in 25 ml thionylchloride at -78° C. cooled with dry ice/acetone bath. After it dissolved completely, the dry ice/acetone bath was removed and the reaction mixture allowed to warm up to room temperature and kept at room temperature for additional 1 hour. Thionylchloride was evaporated under vacuum at room temperature and the residue was washed with 5 ml cold diethylether and recrystallized from diethylether to yield 0.6 g (55%) of 10. Yellow, mp: 126°-128° C. 1...